Task: describe an organic reaction: reactants, conditions, products, and yield. Dataset: the Open Reaction Database (ORD), a public repository of structured organic reaction records Reactants: O=C([O-])[O-], CN(C)C=O, O=C1Nc2cnc(Cl)nc2N(C2CC2c2ccccc2)CC1(F)F, [Cs+], [Cs+], CI. Yields the product CN1C(=O)C(F)(F)CN(C2CC2c2ccccc2)c2nc(Cl)ncc21. Reaction SMILES: [C:25](=[O:26])([O-:27])[O-:28].[CH3:33][N:34]([CH3:35])[CH:36]=[O:37].[Cl:1][c:2]1[n:3][cH:4][c:5]2[c:6]([n:24]1)[N:7]([CH:15]1[CH:16]([c:18]3[cH:19][cH:20][cH:21][cH:22][cH:23]3)[CH2:17]1)[CH2:8][C:9]([F:13])([F:14])[C:10](=[O:12])[NH:11]2.[Cs+:29].[Cs+:30].[I:31][CH3:32]>>[Cl:1][c:2]1[n:3][cH:4][c:5]2[c:6]([n:24]1)[N:7]([CH:15]1[CH:16]([c:18]3[cH:19][cH:20][cH:21][cH:22][cH:23]3)[CH2:17]1)[CH2:8][C:9]([F:13])([F:14])[C:10](=[O:12])[N:11]2[CH3:25]. The reactants are O=C[C@H](O)[C@@H](O)[C@H](O)CO (xylose), O=C[C@H](O)[C@@H](O)[C@H](O)[C@H](O)CO (glucose), [Na+].[Cl-] (NaCl), Cl.N[C@@H](CS)C(=O)O (cysteine hydrochloride), C([O-])([O-])=O.[Ca+2] (calcium carbonate), butyl rubber. Reaction conditions: temperature 30 celsius. Product: OC(C(=O)O)CC(C)C (2-hydroxyisocaproic acid). Reaction SMILES: O=[CH:2][C@@H:3]([C@H:5]([C@@H](CO)O)O)O.[O:11]=C[C@@H]([C@H]([C@@H]([C@@H](CO)O)O)O)O.[Na+].[Cl-].Cl.N[C@H:27]([C:30]([OH:32])=[O:31])[CH2:28]S.C(=O)([O-])[O-].[Ca+2]>>[OH:11][CH:27]([CH2:28][CH:3]([CH3:5])[CH3:2])[C:30]([OH:32])=[O:31] |f:2.3,4.5,6.7|. Reported procedure: 22 parts by weight and 170 parts by weight of these xylose and glucose, respectively, were mixed with 10,000 parts by weight of a culture medium (10 g/l of peptone, 5 g/l of yeast extract, 2 g/l of meat extract, 5 g/l of NaCl, 2 g/l of cysteine hydrochloride and 5 g/l of calcium carbonate), and the mixture formed was injected into a pressure bottle. After the gaseous-phase portion in the bottle was displaced with nitrogen gas, the bottle was hermetically closed with a butyl rubber stopper, which... The reactants are C(C1=CC=CC=C1)=O (benzaldehyde), C(N)(=O)C=1C=C(CNC=2C=C3C(NC(=NC3=CC2)N2N=CC(=C2)C(=O)O)=O)C=CC1 (1-[6-(3-carbamoyl-benzylamino)-4-oxo-3,4-dihydro-quinazolin-2-yl]-1H-pyrazole-4-carboxylic acid), NC=1C=C2C(NC(=NC2=CC1)N1N=CC(=C1)C(=O)O)=O (1-[6-amino-4-oxo-3,4-dihydro-quinazolin-2-yl]-1H-pyrazole-4-carboxylic acid). Yields the product C(#N)C=1C=C(CNC=2C=C3C(NC(=NC3=CC2)N2N=CC(=C2)C(=O)O)=O)C=CC1 (1-[6-(3-Cyano-benzylamino)-4-oxo-3,4-dihydro-quinazolin-2-yl]-1H-pyrazole-4-carboxylic acid). Reaction SMILES: C(=O)C1C=CC=CC=1.[C:9]([C:12]1[CH:13]=[C:14]([CH:36]=[CH:37][CH:38]=1)[CH2:15][NH:16][C:17]1[CH:18]=[C:19]2[C:24](=[CH:25][CH:26]=1)[N:23]=[C:22]([N:27]1[CH:31]=[C:30]([C:32]([OH:34])=[O:33])[CH:29]=[N:28]1)[NH:21][C:20]2=[O:35])(=O)[NH2:10].NC1C=C2C(=CC=1)N=C(N1C=C(C(O)=O)C=N1)NC2=O>>[C:9]([C:12]1[CH:13]=[C:14]([CH:36]=[CH:37][CH:38]=1)[CH2:15][NH:16][C:17]1[CH:18]=[C:19]2[C:24](=[CH:25][CH:26]=1)[N:23]=[C:22]([N:27]1[CH:31]=[C:30]([C:32]([OH:34])=[O:33])[CH:29]=[N:28]1)[NH:21][C:20]2=[O:35])#[N:10]. Procedure details: The titled compound was prepared in a manner analogous to Example 171, substituting 3-cyanobenzaldehyde for benzaldehyde in step A. Step C yielded a mixture of the titled compound, 1-[6-(3-carbamoyl-benzylamino)-4-oxo-3,4-dihydro-quinazolin-2-yl]-1H-pyrazole-4-carboxylic acid, and 1-[6-amino-4-oxo-3,4-dihydro-quinazolin-2-yl]-1H-pyrazole-4-carboxylic acid, which was separated by reverse-phase HPLC. Starting materials: O[C@H]1C[C@H]2[C@H](C[C@H]3[C@@H]4CC[C@H]([C@@H](CCC(C(C)C)=O)C)[C@]4(CC[C@@H]3[C@]2(CC1)C)C)O (3α,6α-dihydroxy-5β-cholestan-24-one), CS(=O)(=O)Cl (methanesulfonyl chloride), ice water. Run in N1=CC=CC=C1 (pyridine). Run at time 1 hour. The product is S(C)(=O)(=O)O.S(C)(=O)(=O)O.O[C@H]1C[C@H]2[C@H](C[C@H]3[C@@H]4CC[C@H]([C@@H](CCC(C(C)C)=O)C)[C@]4(CC[C@@H]3[C@]2(CC1)C)C)O (3α,6α-dihydroxy-5β-cholestan-24-one dimesylate). RXN SMILES: [OH:1][C@@H:2]1[CH2:27][CH2:26][C@@:25]2([CH3:28])[C@H:4]([C@@H:5]([OH:30])[CH2:6][C@@H:7]3[C@@H:24]2[CH2:23][CH2:22][C@@:21]2([CH3:29])[C@H:8]3[CH2:9][CH2:10][C@@H:11]2[C@H:12]([CH3:20])[CH2:13][CH2:14][C:15](=[O:19])[CH:16]([CH3:18])[CH3:17])[CH2:3]1.[CH3:31][S:32](Cl)(=[O:34])=[O:33]>N1C=CC=CC=1>[S:32]([OH:34])(=[O:1])(=[O:33])[CH3:31].[S:32]([OH:34])(=[O:1])(=[O:33])[CH3:31].[OH:1][C@@H:2]1[CH2:27][CH2:26][C@@:25]2([CH3:28])[C@H:4]([C@@H:5]([OH:30])[CH2:6][C@@H:7]3[C@@H:24]2[CH2:23][CH2:22][C@@:21]2([CH3:29])[C@H:8]3[CH2:9][CH2:10][C@@H:11]2[C@H:12]([CH3:20])[CH2:13][CH2:14][C:15](=[O:19])[CH:16]([CH3:18])[CH3:17])[CH2:3]1 |f:3.4.5|. Procedure: To the solution of 3α,6α-dihydroxy-5β-cholestan-24-one (168 mg) in pyridine (5 ml) was added methanesulfonyl chloride (0.5 ml) under cooling in an ice bath and the mixture was continuously stirred for one hour. The reaction mixture was poured into ice-water and extracted with ethyl acetate. The ethyl acetate layer was washed with an aqueous solution of hydrochloric acid and then with water, dried over magnesium sulfate and evaporated to give an oily product, 3α,6α-dihydroxy-5β-cholestan-24-one d...